This data is from the Open Reaction Database (ORD), a public repository of structured organic reaction records. The task is: describe an organic reaction: reactants, conditions, products, and yield Starting materials: C12C(C3CC(CC(C1)C3)C2)NC(=O)C=2C=NN(C2Cl)C (5-chloro-1-methyl-1H-pyrazole-4-carboxylic acid adamantan-2-ylamide), COCCNC ((2-methoxy-ethyl)-methyl-amine). Product: C12C(C3CC(CC(C1)C3)C2)NC(=O)C=2C=NN(C2N(C)CCOC)C (5-[(2-Methoxy-ethyl)-methyl-amino]-1-methyl-1H-pyrazole-4-carboxylic acid adamantan-2-ylamide). Reaction SMILES: [CH:1]12[CH2:10][CH:5]3[CH2:6][CH:7]([CH2:9][CH:3]([CH2:4]3)[CH:2]1[NH:11][C:12]([C:14]1[CH:15]=[N:16][N:17]([CH3:20])[C:18]=1Cl)=[O:13])[CH2:8]2.[CH3:21][O:22][CH2:23][CH2:24][NH:25][CH3:26]>>[CH:1]12[CH2:10][CH:5]3[CH2:6][CH:7]([CH2:9][CH:3]([CH2:4]3)[CH:2]1[NH:11][C:12]([C:14]1[CH:15]=[N:16][N:17]([CH3:20])[C:18]=1[N:25]([CH2:24][CH2:23][O:22][CH3:21])[CH3:26])=[O:13])[CH2:8]2. Procedure: Heating a mixture of 5-chloro-1-methyl-1H-pyrazole-4-carboxylic acid adamantan-2-ylamide (Example 5, 88 mg; 0.30 mmol) and (2-methoxy-ethyl)-methyl-amine (276 mg; 3.1 mmol) under microwave irradiation according to the procedure described for Example 14 provided after purification by reverse phase HPLC, 5-[(2-methoxy-ethyl)-methyl-amino]-1-methyl-1H-pyrazole-4-carboxylic acid adamantan-2-ylamide (61 mg, 59%) as an off-white powder. ES-HRMS m/e calcd for C19H31N4O2 (M+H+) 347.2442, found 347.2438. Reactants: CN1C(=NC2=C1C=CC(=C2)S(=O)(=O)N2CCOCC2)C (1,2-dimethyl-5-morpholinosulfonylbenzimidazole), FC(COS(=O)(=O)C(F)(F)F)(F)F (2,2,2-trifluoroethyl-trifluoromethanesulfonate). Run in C1(=CC=CC=C1)C (toluene). The product is C[N+]1=C(N(C2=C1C=CC(=C2)S(=O)(=O)N2CCOCC2)CC(F)(F)F)C.FC(S(=O)(=O)[O-])(F)F (1,2-dimetyl-5-morpholinosulfonyl-3-(2,2,2-trifluoroethyl)benzimidazolium trifluoromethanesulfonate). Yield: 68.3%. Reaction SMILES: [CH3:1][N:2]1[C:6]2[CH:7]=[CH:8][C:9]([S:11]([N:14]3[CH2:19][CH2:18][O:17][CH2:16][CH2:15]3)(=[O:13])=[O:12])=[CH:10][C:5]=2[N:4]=[C:3]1[CH3:20].[F:21][C:22]([F:33])([F:32])[CH2:23][O:24][S:25]([C:28]([F:31])([F:30])[F:29])(=[O:27])=[O:26]>C1(C)C=CC=CC=1>[CH3:1][N+:2]1[C:6]2[CH:7]=[CH:8][C:9]([S:11]([N:14]3[CH2:19][CH2:18][O:17][CH2:16][CH2:15]3)(=[O:12])=[O:13])=[CH:10][C:5]=2[N:4]([CH2:23][C:22]([F:33])([F:32])[F:21])[C:3]=1[CH3:20].[F:29][C:28]([F:31])([F:30])[S:25]([O-:27])(=[O:26])=[O:24] |f:3.4|. Reported procedure: In 20 ml of a toluene solution, 5.9 g of 1,2-dimethyl-5-morpholinosulfonylbenzimidazole synthesized by a method described in Japanese Patent Publication No. 43-10252, end 6.5 g of 2,2,2-trifluoroethyl-trifluoromethanesulfonate were heated in reflux for 24 hours. After the resulting mixture was allowed to cool to room temperature, the supernatant was separated; to the reaction mixture was added an ethyl acetate solution and dispersed, and the product was collected by filtration and washed to obta... The reactants are C(#N)C=1C=C(C=CC1)C1=NC(C(N1)=O)(C1=CC=CC=C1)C1=CC=CC=C1 (2-(3-Cyanophenyl)-3,5-dihydro-5,5-diphenyl-4H-imidazol-4-one), [H][H] (hydrogen), 3-cyanophenyl, NH4OH(conc.). As a reaction SMILES: [C:1]([C:3]1[CH:4]=[C:5]([C:9]2[NH:13][C:12](=[O:14])[C:11]([C:21]3[CH:26]=[CH:25][CH:24]=[CH:23][CH:22]=3)([C:15]3[CH:20]=[CH:19][CH:18]=[CH:17][CH:16]=3)[N:10]=2)[CH:6]=[CH:7][CH:8]=1)#[N:2].[H][H]>[Ni].CO>[NH2:2][CH2:1][C:3]1[CH:4]=[C:5]([C:9]2[NH:13][C:12](=[O:14])[C:11]([C:21]3[CH:22]=[CH:23][CH:24]=[CH:25][CH:26]=3)([C:15]3[CH:20]=[CH:19][CH:18]=[CH:17][CH:16]=3)[N:10]=2)[CH:6]=[CH:7][CH:8]=1. Run in CO (MeOH). Reagents/catalysts: [Ni] (Raney nickel). Yields the product NCC=1C=C(C=CC1)C1=NC(C(N1)=O)(C1=CC=CC=C1)C1=CC=CC=C1 (2-(3-Aminomethylphenyl)-3,5-dihydro-5,5-diphenyl-4H-imidazol-4-one). Run at time 8 hour. Procedure details: To a glass bomb was added 100 mg (0.296 mmol) of the compound of Example 2, the 3-cyanophenyl derivative, and 10 mg of freshly washed Raney nickel in 6 mL of a 5:1 MeOH:NH4OH(conc.) solution. The reaction vessel was charged with 50 psi hydrogen and shaken overnight. Upon completion the reaction was filtered through Celite and the solvent was evaporated in vacuo. Chromatography of the crude solid (Silica gel/Hexanes:Acetone 2:1) produced 65 mg (64%) of the desired amine as an off-white solid. LRM... Yield: 64.3%. Product: C(#N)C1=C(OC=2C(=NC=CC2)OCC(=O)OC)C=C(C(=C1)F)N1C(N(C(=CC1=O)C(F)(F)F)C)=O (3-{2-cyano-4-fluoro-5-[3-methyl-2,6-dioxo-4-(trifluoromethyl)-1,2,3,6-tetrahydropyrimidin-1-yl]phenoxy}-2-(methoxycarbonyl)methoxypyridine). RXN SMILES: Br[C:2]1[CH:20]=[C:19]([F:21])[C:18]([N:22]2[C:27](=[O:28])[CH:26]=[C:25]([C:29]([F:32])([F:31])[F:30])[N:24]([CH3:33])[C:23]2=[O:34])=[CH:17][C:3]=1[O:4][C:5]1[C:6]([O:11][CH2:12][C:13]([O:15][CH3:16])=[O:14])=[N:7][CH:8]=[CH:9][CH:10]=1.[Cu](C#N)[C:36]#[N:37].CN1CCCC1=O>O>[C:36]([C:2]1[CH:20]=[C:19]([F:21])[C:18]([N:22]2[C:27](=[O:28])[CH:26]=[C:25]([C:29]([F:32])([F:31])[F:30])[N:24]([CH3:33])[C:23]2=[O:34])=[CH:17][C:3]=1[O:4][C:5]1[C:6]([O:11][CH2:12][C:13]([O:15][CH3:16])=[O:14])=[N:7][CH:8]=[CH:9][CH:10]=1)#[N:37]. The yield is 77.1%. Procedure details: A mixture of 0.23 g of 3-{2-bromo-4-fluoro-5-[3-methyl-2,6-dioxo-4-(trifluoromethyl)-1,2,3,6-tetrahydropyrimidin-1-yl]phenoxy}-2-(methoxycarbonyl)methoxypyridine [present compound 9-7], 75 mg of copper cyanide and 2 ml of N-methyl-2-pyrrolidone was stirred at 160° C. for 2 hours. There action mixture was cooled to room temperature, water was added to the mixture and the resultant was extracted with ethyl acetate. The organic layer was dried over anhydrous magnesium sulfate, and concentrated. The... The solvent is O (water). Starting materials: BrC1=C(OC=2C(=NC=CC2)OCC(=O)OC)C=C(C(=C1)F)N1C(N(C(=CC1=O)C(F)(F)F)C)=O (3-{2-bromo-4-fluoro-5-[3-methyl-2,6-dioxo-4-(trifluoromethyl)-1,2,3,6-tetrahydropyrimidin-1-yl]phenoxy}-2-(methoxycarbonyl)methoxypyridine), BrC1=C(OC=2C(=NC=CC2)OCC(=O)OC)C=C(C(=C1)F)N1C(N(C(=CC1=O)C(F)(F)F)C)=O (3-{2-bromo-4-fluoro-5-[3-methyl-2,6-dioxo-4-(trifluoromethyl)-1,2,3,6-tetrahydropyrimidin-1-yl]phenoxy}-2-(methoxycarbonyl)methoxypyridine), [Cu](C#N)C#N (copper cyanide), CN1C(CCC1)=O (N-methyl-2-pyrrolidone). Reaction conditions: temperature 160 celsius, time 2 hour. Reactants: Cl (hydrochloric acid), [BH4-].[Na+] (sodium borohydride), [Cl-].[Al+3].[Cl-].[Cl-] (aluminum chloride), BrC=1C=C(C(=O)O)C=CC1F (3-bromo-4-fluorobenzoic acid). Solvent: O (water), COCCOCCOC (diglyme), COC(C)(C)C (tert.-butyl methyl ether). Reaction conditions: temperature 20 celsius, time 10 minute. Yields the product FC1=C(C=C(CO)C=C1)Br (4-fluoro-3-bromo-benzyl alcohol). Yield: 65.7%. As a reaction SMILES: [Cl-].[Al+3].[Cl-].[Cl-].[Br:5][C:6]1[CH:7]=[C:8]([CH:12]=[CH:13][C:14]=1[F:15])[C:9](O)=[O:10].[BH4-].[Na+].Cl>COCCOCCOC.COC(C)(C)C.O>[F:15][C:14]1[CH:13]=[CH:12][C:8]([CH2:9][OH:10])=[CH:7][C:6]=1[Br:5] |f:0.1.2.3,5.6|. Procedure details: 6.7 g of aluminum chloride were added to a solution of 10.9 g of 95% pure 3-bromo-4-fluorobenzoic acid in 150 ml of diglyme at 20° C. The reaction mixture was subsequently stirred at 20° C. for 10 minutes and 5.7 g of sodium borohydride were then added in portions at 20° to 25° C. After 12 hours, about 100 ml of water (vigorous foaming) and then about 1 ml of 10% strength hydrochloric acid were added dropwise. About 100 ml of tert.-butyl methyl ether were added and the organic phase was separate... The reactants are C(C)(=O)C1=CC2=CC=C(C=C2C=C1)C(C)Br (2-acetyl-6-(1-bromoethyl)naphthalene), [N-]1C=NC=C1.[Na+] (sodium imidazolide), [H-].[Na+] (sodium hydride), N1C=NC=C1 (imidazole), [I-].[K+] (potassium iodide). Solvent: CN(C=O)C (N,N-dimethylformamide). Yields the product C(C)(=O)C1=CC2=CC=C(C=C2C=C1)C(C)N1C=NC=C1 (2-acetyl-6-[1-(1-imidazolyl)ethyl]naphthalene). Yield: 69.3%. Reaction SMILES: [C:1]([C:4]1[CH:13]=[CH:12][C:11]2[C:6](=[CH:7][CH:8]=[C:9]([CH:14](Br)[CH3:15])[CH:10]=2)[CH:5]=1)(=[O:3])[CH3:2].[N-:17]1[CH:21]=[CH:20][N:19]=[CH:18]1.[Na+].[H-].[Na+].N1C=CN=C1.[I-].[K+]>CN(C)C=O>[C:1]([C:4]1[CH:13]=[CH:12][C:11]2[C:6](=[CH:7][CH:8]=[C:9]([CH:14]([N:17]3[CH:21]=[CH:20][N:19]=[CH:18]3)[CH3:15])[CH:10]=2)[CH:5]=1)(=[O:3])[CH3:2] |f:1.2,3.4,6.7|. Procedure details: 9.82 g (35.4 mmol) of 2-acetyl-6-(1-bromoethyl)naphthalene, 6.38 g (70.9 mmol) of sodium imidazolide (from 3.1 g (70.9 mmol) of sodium hydride dispersion (55%) and 4.83 g (70.9 mmol) of imidazole) and 0.588 g (3.54 mmol) of potassium iodide in 100 ml of absolute N,N-dimethylformamide are stirred at 100° C. (24 hours). The mixture is then evaporated in vacuo, the residue is taken up in 4N HCl, the solution is extracted with ethyl acetate, and the aqueous phase is neutralized with sodium carbonate...